Dataset: the Open Reaction Database (ORD), a public repository of structured organic reaction records. Task: describe an organic reaction: reactants, conditions, products, and yield Starting materials: CC(=O)OC(C)=O, COc1ccc(-c2c(Cl)c(CN)nc3sc4c(c23)CCN(Cc2ccccc2)C4)cc1OC, c1ccncc1. Product: COc1ccc(-c2c(Cl)c(CNC(C)=O)nc3sc4c(c23)CCN(Cc2ccccc2)C4)cc1OC. RXN SMILES: [CH3:34][C:35](=[O:36])[O:37][C:38](=[O:39])[CH3:40].[NH2:1][CH2:2][c:3]1[c:4]([Cl:33])[c:5](-[c:23]2[cH:24][c:25]([O:31][CH3:32])[c:26]([O:29][CH3:30])[cH:27][cH:28]2)[c:6]2[c:7]([n:8]1)[s:9][c:10]1[c:15]2[CH2:14][CH2:13][N:12]([CH2:16][c:17]2[cH:18][cH:19][cH:20][cH:21][cH:22]2)[CH2:11]1.[cH:41]1[cH:42][cH:43][n:44][cH:45][cH:46]1>>[NH:1]([CH2:2][c:3]1[c:4]([Cl:33])[c:5](-[c:23]2[cH:24][c:25]([O:31][CH3:32])[c:26]([O:29][CH3:30])[cH:27][cH:28]2)[c:6]2[c:7]([n:8]1)[s:9][c:10]1[c:15]2[CH2:14][CH2:13][N:12]([CH2:16][c:17]2[cH:18][cH:19][cH:20][cH:21][cH:22]2)[CH2:11]1)[C:35]([CH3:34])=[O:36]. The reactants are CCCCO, CCN(C(C)C)C(C)C, COc1cc(Nc2nc(Cl)nc(N(C)S(C)(=O)=O)c2Cl)n[nH]1, Cl, CC(N)c1ncc(F)cn1. Yields the product COc1cc(Nc2nc(NC(C)c3ncc(F)cn3)nc(N(C)S(C)(=O)=O)c2Cl)n[nH]1. Reaction SMILES: [CH2:43]([OH:44])[CH2:45][CH2:46][CH3:47].[CH:34]([N:35]([CH2:36][CH3:37])[CH:38]([CH3:39])[CH3:40])([CH3:41])[CH3:42].[Cl:1][c:2]1[n:3][c:4]([NH:15][c:16]2[n:17][nH:18][c:19]([O:21][CH3:22])[cH:20]2)[c:5]([Cl:14])[c:6]([N:8]([S:9](=[O:10])(=[O:11])[CH3:12])[CH3:13])[n:7]1.[ClH:23].[F:24][c:25]1[cH:26][n:27][c:28]([CH:31]([CH3:32])[NH2:33])[n:29][cH:30]1>>[c:2]1([NH:33][CH:31]([c:28]2[n:27][cH:26][c:25]([F:24])[cH:30][n:29]2)[CH3:32])[n:3][c:4]([NH:15][c:16]2[n:17][nH:18][c:19]([O:21][CH3:22])[cH:20]2)[c:5]([Cl:14])[c:6]([N:8]([S:9](=[O:10])(=[O:11])[CH3:12])[CH3:13])[n:7]1.